Dataset: the Open Reaction Database (ORD), a public repository of structured organic reaction records. Task: describe an organic reaction: reactants, conditions, products, and yield Reactants: CCCCCC, ClCCN1CCCC1, [H-], [Na+], Oc1ccc(C(=C(c2ccccc2)C(F)(F)F)c2ccccc2)cc1, Cc1ccccc1C. Yields the product FC(F)(F)C(=C(c1ccccc1)c1ccc(OCCN2CCCC2)cc1)c1ccccc1. As a reaction SMILES: [CH3:36][CH2:37][CH2:38][CH2:39][CH2:40][CH3:41].[Cl:28][CH2:29][CH2:30][N:31]1[CH2:32][CH2:33][CH2:34][CH2:35]1.[H-:26].[Na+:27].[c:1]1([C:7](=[C:8]([C:9]([F:10])([F:11])[F:12])[c:13]2[cH:14][cH:15][cH:16][cH:17][cH:18]2)[c:19]2[cH:20][cH:21][c:22]([OH:25])[cH:23][cH:24]2)[cH:2][cH:3][cH:4][cH:5][cH:6]1.[c:42]1([CH3:43])[c:44]([CH3:45])[cH:46][cH:47][cH:48][cH:49]1>>[c:1]1([C:7](=[C:8]([C:9]([F:10])([F:11])[F:12])[c:13]2[cH:14][cH:15][cH:16][cH:17][cH:18]2)[c:19]2[cH:20][cH:21][c:22]([O:25][CH2:29][CH2:30][N:31]3[CH2:32][CH2:33][CH2:34][CH2:35]3)[cH:23][cH:24]2)[cH:2][cH:3][cH:4][cH:5][cH:6]1.